describe an organic reaction: reactants, conditions, products, and yield From a dataset of the Open Reaction Database (ORD), a public repository of structured organic reaction records. The reactants are O=C([O-])[O-], CI, CN(C)C=O, CCOC(=O)C(Cl)=Cc1cc(-n2c(=S)[nH]c3cscc3c2=O)ccc1Cl, [K+], [K+], O. Yields the product CCOC(=O)C(Cl)=Cc1cc(-n2c(SC)nc3cscc3c2=O)ccc1Cl. RXN SMILES: [C:29](=[O:30])([O-:31])[O-:32].[CH3:1][I:2].[CH3:36][N:37]([CH3:38])[CH:39]=[O:40].[Cl:3][c:4]1[c:5]([CH:21]=[C:22]([C:23](=[O:24])[O:25][CH2:26][CH3:27])[Cl:28])[cH:6][c:7](-[n:10]2[c:11](=[S:20])[nH:12][c:13]3[c:14]([c:15]2=[O:16])[cH:17][s:18][cH:19]3)[cH:8][cH:9]1.[K+:33].[K+:34].[OH2:35]>>[Cl:3][c:4]1[c:5]([CH:21]=[C:22]([C:23](=[O:24])[O:25][CH2:26][CH3:27])[Cl:28])[cH:6][c:7](-[n:10]2[c:11]([S:20][CH3:29])[n:12][c:13]3[c:14]([c:15]2=[O:16])[cH:17][s:18][cH:19]3)[cH:8][cH:9]1. The reactants are Example 1, C(C(=O)N)C(=O)N (malonodiamide), C[O-].[Na+] (sodium methoxide), CNC (dimethylamine), CN(C)C=NC=[N+](C)C.[Cl-] (Gold's reagent), Cl (hydrochloric acid). Run in O1CCCC1 (tetrahydrofuran). The product is OC1=NC=NC=C1C(=O)N (4-hydroxypyrimidine-5-carboxamide). As a reaction SMILES: [CH2:1]([C:5]([NH2:7])=[O:6])[C:2]([NH2:4])=[O:3].C[O-].[Na+].[CH3:11][N:12](C=NC=[N+](C)C)[CH3:13].[Cl-].CNC.Cl>O1CCCC1>[OH:3][C:2]1[C:1]([C:5]([NH2:7])=[O:6])=[CH:13][N:12]=[CH:11][N:4]=1 |f:1.2,3.4|. Procedure details: At room temperature, malonodiamide (10.75 g, 0.10 mol) was added to a sodium methoxide solution (55.88 g, 0.30 mol., 29% in methanol.), and the mixture was diluted with tetrahydrofuran. At room temperature, the Gold's reagent prepared as in Example 1 (18.0 g, 0.11 mol) was added, and argon was passed through for 24 hours in order to drive off the dimethylamine liberated. The pH was then adjusted to 7.4 using an aqueous hydrochloric acid solution, and most of the tetrahydrofuran was removed on a ... Reactants: Cl.Cl.CN[C@@H]1CN(CC1)CC(C1=CC(=CC=C1)C(F)(F)F)C1(CCCCC1)O (1-{2-[(3S)-3-(methylamino)pyrrolidin-1-yl]-1-[3-(trifluoromethyl)phenyl]ethyl}cyclohexanol dihydrochloride), OC1(CCCCC1)C(C(=O)N1C[C@H](CC1)NC(OC(C)(C)C)=O)C1=CC(=CC=C1)C(F)(F)F (tert-butyl ((3S)-1-{(1-hydroxycyclohexyl)[3-(trifluoromethyl)phenyl]acetyl}pyrrolidin-3-yl)carbamate). Product: Cl.Cl.CN[C@@H]1CN(CC1)C1C(CCCC1)(O)C(C)C1=CC(=CC=C1)C(F)(F)F (2-[(3S)-3-(methylamino)pyrrolidin-1-yl]-1-[3-(trifluoromethyl)phenyl]ethylcyclohexanol Dihydrochloride). RXN SMILES: [ClH:1].Cl.CN[C@H]1CCN([CH2:10][CH:11]([C:22]2([OH:28])[CH2:27][CH2:26][CH2:25][CH2:24][CH2:23]2)[C:12]2[CH:17]=[CH:16][CH:15]=[C:14]([C:18]([F:21])([F:20])[F:19])[CH:13]=2)C1.OC1(C(C2C=CC=C(C(F)(F)F)C=2)C([N:39]2[CH2:43][CH2:42][C@H:41]([NH:44][C:45](=O)OC(C)(C)C)[CH2:40]2)=O)CCCCC1>>[ClH:1].[ClH:1].[CH3:45][NH:44][C@H:41]1[CH2:42][CH2:43][N:39]([CH:27]2[CH2:26][CH2:25][CH2:24][CH2:23][C:22]2([CH:11]([C:12]2[CH:17]=[CH:16][CH:15]=[C:14]([C:18]([F:20])([F:21])[F:19])[CH:13]=2)[CH3:10])[OH:28])[CH2:40]1 |f:0.1.2,4.5.6|. Procedure details: In an analogous manner to Example 13, step 2, 1-{2-[(3S)-3-(methylamino)pyrrolidin-1-yl]-1-[3-(trifluoromethyl)phenyl]ethyl}cyclohexanol dihydrochloride was prepared from tert-butyl ((3S)-1-{(1-hydroxycyclohexyl)[3-(trifluoromethyl)phenyl]acetyl}pyrrolidin-3-yl)carbamate MS (ESI) m/z 371; HRMS: calcd for C20H29F3N2O+H, 371.23102; found (ESI, [M+H]+), 371.2293. Reactants: COC1=CC=C(C=C1)N1CCC=2C(N(C=3N=CC=CC3C21)C2=CC=CC=C2)=O (1,2,3,5-tetrahydro-1-(4-methoxyphenyl)-5-phenyl-4-H-pyrrolo [3,2-c][1,8]naphthyridin-4-one), NC1=CC=CC=C1 (aniline), COC1=CC=C(N)C=C1 (4-methoxyaniline), COC1=CC=C(C=C1)N (p-anisidine). Product: C1(=CC=CC=C1)N1CCC=2C(N(C=3N=CC=CC3C21)C2=CC=CC=C2)=O (1,2,3,5-tetrahydro-1, 5-diphenyl-4H-pyrrolo[3,2-c][1,8]napthyridin-4-one). As a reaction SMILES: CO[C:3]1[CH:8]=[CH:7][C:6]([N:9]2[C:21]3[C:20]4[CH:19]=[CH:18][CH:17]=[N:16][C:15]=4[N:14]([C:22]4[CH:27]=[CH:26][CH:25]=[CH:24][CH:23]=4)[C:13](=[O:28])[C:12]=3[CH2:11][CH2:10]2)=[CH:5][CH:4]=1.COC1C=CC(N)=CC=1.NC1C=CC=CC=1>>[C:6]1([N:9]2[C:21]3[C:20]4[CH:19]=[CH:18][CH:17]=[N:16][C:15]=4[N:14]([C:22]4[CH:27]=[CH:26][CH:25]=[CH:24][CH:23]=4)[C:13](=[O:28])[C:12]=3[CH2:11][CH2:10]2)[CH:5]=[CH:4][CH:3]=[CH:8][CH:7]=1. Procedure: This procedure will also produce 1,2,3,5-tetrahydro-1-(4-methoxyphenyl)-5-phenyl-4-H-pyrrolo [3,2-c][1,8]naphthyridin-4-one when 4-methoxyaniline (also known as p-anisidine) is substituted for aniline The reactants are C(C)(C)(C)OC(=O)C1=CN(C=C1)CC(COC1=CC=C(C=C1)CCCCCCCC)=O (tert-butyl-1-[3-(4-octylphenoxy)-2-oxopropyl]pyrrole-3-carboxylate), tifluoroacetic acid. The solvent is ClCCl (dichloromethane), C(C)OCC (diethyl ether). Product: C(CCCCCCC)C1=CC=C(OCC(CN2C=C(C=C2)C(=O)O)=O)C=C1 (1-[3-(4-Octylphenoxy)-2-oxopropyl]pyrrole-3-carboxylic acid). Reaction SMILES: C([O:5][C:6]([C:8]1[CH:12]=[CH:11][N:10]([CH2:13][C:14](=[O:31])[CH2:15][O:16][C:17]2[CH:22]=[CH:21][C:20]([CH2:23][CH2:24][CH2:25][CH2:26][CH2:27][CH2:28][CH2:29][CH3:30])=[CH:19][CH:18]=2)[CH:9]=1)=[O:7])(C)(C)C>ClCCl.C(OCC)C>[CH2:23]([C:20]1[CH:21]=[CH:22][C:17]([O:16][CH2:15][C:14](=[O:31])[CH2:13][N:10]2[CH:11]=[CH:12][C:8]([C:6]([OH:7])=[O:5])=[CH:9]2)=[CH:18][CH:19]=1)[CH2:24][CH2:25][CH2:26][CH2:27][CH2:28][CH2:29][CH3:30]. Procedure details: 0.049 g (0.115 mmol) tert-butyl-1-[3-(4-octylphenoxy)-2-oxopropyl]pyrrole-3-carboxylate is dissolved in 10 ml absolute dichloromethane and mixed with 0.988 g (8.67 mmol) tifluoroacetic acid. Having stirred at room temperature for 3½ hours, the batch is concentrated to dryness on the rotary evaporator. Two dissolution steps in toluene and respective concentrations on the rotary evaporator leave as a crude product a greenish solid which is solved in diethyl ether and precipitated with petroleum et... The product is C1(CCCCCCCCCCCC1)C=O (cyclotridecanecarbaldehyde). Procedure: To a stirred mixture of 3 g of zinc dust, 50 ml of anhydrous tetrahydrofuran and 2.66 g of dibromomethane, was added dropwise a solution of 2.13 g of anhydrous titanium tetrachloride in 5 ml of dichloromethane. After 15 minutes, to the resulting solution was added dropwise a solution of 2 g of cyclotridecanone in 8 ml of anhydrous tetrahydrofuran. The mixture was allowed to react at room temperature for 12 hours. The reaction mixture was diluted with 50 ml of pentane, admixed with 100 ml of 1-M ... Reactants: epoxide, ketone, O (water), ClC1=CC(=CC=C1)C(=O)OO (m-chloroperbenzoic acid), epoxide. Reaction SMILES: Cl[C:2]1[CH:7]=[CH:6][CH:5]=[C:4]([C:8]([O:10]O)=O)[CH:3]=1.O>ClCCl>[CH:4]1([CH:8]=[O:10])[CH2:3][CH2:5][CH2:6][CH2:7][CH2:2][CH2:3][CH2:4][CH2:8][CH2:2][CH2:7][CH2:6][CH2:5]1. The solvent is ClCCl (dichloromethane), ClCCl (dichloromethane), ClCCl (dichloromethane). The yield is 60.0%. The reactants are BrC1=C(C=CC=C1)CCN1C(C=CC=C1)=N (1-[2-(2-bromophenyl)ethyl]-2-iminopyridine), C(C)(C)N=C=NC(C)C (diisopropylcarbodiimide). The solvent is C(C)(C)(C)O (t-butanol). Yields the product BrC1=C(C=CC=C1)CCN1C(C=CC=C1)=NC(=NC(C)C)NC(C)C (N-[1-[2-(2-Bromophenyl)ethyl]-2(1H)-pyridinylidene]-N',N"-bis(1-methylethyl)guanidine). The yield is 45.4%. RXN SMILES: [Br:1][C:2]1[CH:7]=[CH:6][CH:5]=[CH:4][C:3]=1[CH2:8][CH2:9][N:10]1[CH:15]=[CH:14][CH:13]=[CH:12][C:11]1=[NH:16].[CH:17]([N:20]=[C:21]=[N:22][CH:23]([CH3:25])[CH3:24])([CH3:19])[CH3:18]>C(O)(C)(C)C>[Br:1][C:2]1[CH:7]=[CH:6][CH:5]=[CH:4][C:3]=1[CH2:8][CH2:9][N:10]1[CH:15]=[CH:14][CH:13]=[CH:12][C:11]1=[N:16][C:21]([NH:22][CH:23]([CH3:25])[CH3:24])=[N:20][CH:17]([CH3:19])[CH3:18]. Procedure details: A solution of 1-[2-(2-bromophenyl)ethyl]-2-iminopyridine (2.77 g, 0.01 mole) and diisopropylcarbodiimide (1.05 g, 0.012 mole) in 30 ml of t-butanol is heated at reflux in a nitrogen atmosphere for 24 hours. The solution is cooled to room temperature and concentrated in vacuo to give a solid. This is recrystallized from 50 ml of hexane to yield a semi-solid, after cooling to -30°C. Recrystallization of this material from 70 ml of hexane yields 1.83 g of the title compound which sinters at 119°C a... Reactants: CC(=O)O, Cl[Cu]Cl, CCCc1ccc(F)c(N)c1, O=N[O-], [Na+], O=S=O, O, O=S(=O)(O)O. Product: CCCc1ccc(F)c(S(=O)(=O)O)c1. Reaction SMILES: [CH3:16][C:17]([OH:18])=[O:19].[Cu:29]([Cl:30])[Cl:31].[F:1][c:2]1[c:3]([NH2:4])[cH:5][c:6]([CH2:9][CH2:10][CH3:11])[cH:7][cH:8]1.[N:12]([O-:13])=[O:14].[Na+:15].[O:20]=[S:21]=[O:22].[OH2:28].[S:23](=[O:24])(=[O:25])([OH:26])[OH:27]>>[F:1][c:2]1[c:3]([S:21]([OH:18])(=[O:20])=[O:22])[cH:5][c:6]([CH2:9][CH2:10][CH3:11])[cH:7][cH:8]1. Starting materials: C(C)(=O)C1=C(C(=O)OC)C(=CC=C1)OC1=NC(=CC(=N1)OC)OC (methyl 2-acetyl-6-[(4,6-dimethoxypyrimidin-2-yl)oxy]benzoate), Cl.C(C=C)ON (allyloxyamine hydrochloride), C(C)(=O)[O-].[K+] (potassium acetate), CO (methanol). Isolated yield 46.3%. Procedure: 1.0 g of methyl 2-acetyl-6-[(4,6-dimethoxypyrimidin-2-yl)oxy]benzoate, 1.0 g of allyloxyamine hydrochloride and 0.9 g of potassium acetate were added to 30 ml of methanol, and were refluxed with stirring for 5 hours. The reaction mixture was then poured into a cold water, and was extracted with ethyl acetate. The organic layer thus formed was washed with firstly dilute hydrochloric acid, then sodium hydrogencarbonate and water in sequence. The organic layer thus washed was then dried and concent... Reaction SMILES: [C:1]([C:4]1[CH:13]=[CH:12][CH:11]=[C:10]([O:14][C:15]2[N:20]=[C:19]([O:21][CH3:22])[CH:18]=[C:17]([O:23][CH3:24])[N:16]=2)[C:5]=1[C:6]([O:8][CH3:9])=[O:7])(=O)[CH3:2].Cl.[CH2:26]([O:29][NH2:30])[CH:27]=[CH2:28].C([O-])(=O)C.[K+].CO>O>[CH2:26]([O:29][N:30]=[C:1]([C:4]1[CH:13]=[CH:12][CH:11]=[C:10]([O:14][C:15]2[N:20]=[C:19]([O:21][CH3:22])[CH:18]=[C:17]([O:23][CH3:24])[N:16]=2)[C:5]=1[C:6]([O:8][CH3:9])=[O:7])[CH3:2])[CH:27]=[CH2:28] |f:1.2,3.4|. Solvent: O (water). Product: C(C=C)ON=C(C)C1=C(C(=O)OC)C(=CC=C1)OC1=NC(=CC(=N1)OC)OC (methyl 2-[1-(N-allyloxyimino)ethyl]-6-[(4,6-dimethoxypyrimidin-2-yl)oxy]benzoate). Reaction conditions: time 5 hour.